From a dataset of the Open Reaction Database (ORD), a public repository of structured organic reaction records. describe an organic reaction: reactants, conditions, products, and yield Reactants: C(C)(C)(C)OC(N[C@H]1[C@H](CCCC1)N1CCCC1)=O (cis-(2-Pyrrolidin-1-yl-cyclohexyl)-carbamic acid tert-butyl ester), Cl (HCl). Solvent: O1CCOCC1 (dioxane), O1CCOCC1 (dioxane). Reaction conditions: time 8 hour. The product is Cl.Cl.N1(CCCC1)[C@@H]1[C@@H](CCCC1)N (cis-2-pyrrolidin-1-yl-cyclohexylamine dihydrochloride). The yield is 85.0%. Reaction SMILES: C(OC(=O)[NH:7][C@@H:8]1[CH2:13][CH2:12][CH2:11][CH2:10][C@@H:9]1[N:14]1[CH2:18][CH2:17][CH2:16][CH2:15]1)(C)(C)C.[ClH:20]>O1CCOCC1>[ClH:20].[ClH:20].[N:14]1([C@H:9]2[CH2:10][CH2:11][CH2:12][CH2:13][C@H:8]2[NH2:7])[CH2:15][CH2:16][CH2:17][CH2:18]1 |f:3.4.5|. Reported procedure: cis-(2-Pyrrolidin-1-yl-cyclohexyl)-carbamic acid tert-butyl ester (1.8 g, 6.7 mmol) was dissolved in dioxane. 4H HCl in dioxane (17 mL, 67 mmol) were added and the reaction mixture was stirred at room temperature overnight. The solvent was evaporated off. The residue was crystallized with ethanol and yielded cis-2-pyrrolidin-1-yl-cyclohexylamine dihydrochloride as a white solid (1.37 g, 85%), MS: m/e=169.2 [(M+H)+]. Starting materials: [BH4-], CO, COC(=O)c1ccc(C=O)cc1, [Na+]. Product: COC(=O)c1ccc(CO)cc1. Reaction SMILES: [BH4-:13].[CH3:15][OH:16].[CH3:1][O:2][C:3](=[O:4])[c:5]1[cH:6][cH:7][c:8]([CH:9]=[O:10])[cH:11][cH:12]1.[Na+:14]>>[CH3:1][O:2][C:3](=[O:4])[c:5]1[cH:6][cH:7][c:8]([CH2:9][OH:10])[cH:11][cH:12]1. Starting materials: O=C([O-])O, C1CCOC1, CN(Cc1ccc(NC(=O)C2=Cc3cc(-c4ccc(Cl)cc4)ccc3S(=O)(=O)CC2)cc1)C1CCC2(CC1)OCCO2, Cl, [Na+]. Yields the product CN(Cc1ccc(NC(=O)C2=Cc3cc(-c4ccc(Cl)cc4)ccc3S(=O)(=O)CC2)cc1)C1CCC(=O)CC1. RXN SMILES: [C:44](=[O:45])([OH:46])[O-:47].[CH2:49]1[O:50][CH2:51][CH2:52][CH2:53]1.[Cl:1][c:2]1[cH:3][cH:4][c:5](-[c:8]2[cH:9][cH:10][c:11]3[c:12]([cH:42]2)[CH:13]=[C:14]([C:20](=[O:21])[NH:22][c:23]2[cH:24][cH:25][c:26]([CH2:29][N:30]([CH3:31])[CH:32]4[CH2:33][CH2:34][C:35]5([CH2:36][CH2:37]4)[O:38][CH2:41][CH2:40][O:39]5)[cH:27][cH:28]2)[CH2:15][CH2:16][S:17]3(=[O:18])=[O:19])[cH:6][cH:7]1.[ClH:43].[Na+:48]>>[Cl:1][c:2]1[cH:3][cH:4][c:5](-[c:8]2[cH:9][cH:10][c:11]3[c:12]([cH:42]2)[CH:13]=[C:14]([C:20](=[O:21])[NH:22][c:23]2[cH:24][cH:25][c:26]([CH2:29][N:30]([CH3:31])[CH:32]4[CH2:33][CH2:34][C:35](=[O:38])[CH2:36][CH2:37]4)[cH:27][cH:28]2)[CH2:15][CH2:16][S:17]3(=[O:18])=[O:19])[cH:6][cH:7]1. Starting materials: [Al+3], [Cl-], [Cl-], [Cl-], ClCCl, CC(C(=O)Cl)n1ccn(-c2ccc(OCC(F)(F)C(F)F)cc2)c1=O, Fc1cccc(F)c1, O. Product: CC(C(=O)c1ccc(F)cc1F)n1ccn(-c2ccc(OCC(F)(F)C(F)F)cc2)c1=O. RXN SMILES: [Al+3:27].[Cl-:26].[Cl-:28].[Cl-:29].[Cl:39][CH2:40][Cl:41].[F:1][C:2]([CH2:3][O:4][c:5]1[cH:6][cH:7][c:8](-[n:11]2[c:12](=[O:21])[n:13]([CH:16]([C:17](=[O:18])[Cl:19])[CH3:20])[cH:14][cH:15]2)[cH:9][cH:10]1)([CH:22]([F:23])[F:24])[F:25].[F:31][c:32]1[cH:33][cH:34][cH:35][c:36]([F:37])[cH:38]1.[OH2:30]>>[F:1][C:2]([CH2:3][O:4][c:5]1[cH:6][cH:7][c:8](-[n:11]2[c:12](=[O:21])[n:13]([CH:16]([C:17](=[O:18])[c:33]3[c:32]([F:31])[cH:38][c:36]([F:37])[cH:35][cH:34]3)[CH3:20])[cH:14][cH:15]2)[cH:9][cH:10]1)([CH:22]([F:23])[F:24])[F:25]. The reactants are ClC1=CC(=C(C=C1)C(CCC#N)C1=CNC2=C(C=C(C=C12)F)CSC)F (4-(4-Chloro-2-fluorophenyl)-4-{5-fluoro-7-[(methylsulfanyl)methyl]-1H-indol-3-yl}butanonitrile), ClCCl (dichloromethane), ClC1=CC(=CC=C1)C(=O)OO (meta-chloroperbenzoic acid). Run in CO (Methanol). Reaction conditions: time 8 hour. Product: ClC1=CC(=C(C=C1)C(CCC#N)C1=CNC2=C(C=C(C=C12)F)CS(=O)C)F (4-(4-Chloro-2-fluorophenyl)-4-{5-fluoro-7-[(methylsulfinyl)methyl]-1H-indol-3-yl}butanonitrile). As a reaction SMILES: [Cl:1][C:2]1[CH:7]=[CH:6][C:5]([CH:8]([C:13]2[C:21]3[C:16](=[C:17]([CH2:23][S:24][CH3:25])[CH:18]=[C:19]([F:22])[CH:20]=3)[NH:15][CH:14]=2)[CH2:9][CH2:10][C:11]#[N:12])=[C:4]([F:26])[CH:3]=1.ClCCl.ClC1C=CC=C(C(OO)=[O:38])C=1>CO>[Cl:1][C:2]1[CH:7]=[CH:6][C:5]([CH:8]([C:13]2[C:21]3[C:16](=[C:17]([CH2:23][S:24]([CH3:25])=[O:38])[CH:18]=[C:19]([F:22])[CH:20]=3)[NH:15][CH:14]=2)[CH2:9][CH2:10][C:11]#[N:12])=[C:4]([F:26])[CH:3]=1. Procedure: 80.0 mg (0.21 mmol) of the compound from Example 40 were introduced into 5 ml of dichloromethane at 0° C., 53.0 mg (0.22 mmol) of 70% pure meta-chloroperbenzoic acid were added, and the mixture was stirred at RT overnight. Methanol was added, and the residue after concentration was purified by preparative HPLC (RP18 column; mobile phase: acetonitrile/water gradient with addition of 0.1% formic acid) to result in 58.8 mg (71% of theory) of the title compound as mixture of diastereomers. Procedure details: To a solution of lithium diisopropylamide in THF (1.8 M, 10 mL, 18 mmol, 1.3 equiv) freshly prepared at −78° C. was added a solution of 1-benzyl-7-methylazepan-2-one (2-3, 3.8 g, 18 mmol, 1.0 equiv) in THF (10 mL) was added. The reaction mixture was warmed to 0° C. and stirred for 1 h, then cooled to −78° C. HMPA (3.0 mL, 17 mmol, 0.99 equiv) was added followed by methyl cyanoformate (1.8 mL, 23 mmol, 1.3 equiv). After stirring 10 minutes at −78° C. the mixture was partitioned between water (40 ... Conditions: temperature 0 celsius, time 1 hour. The solvent is C1CCOC1 (THF), C1CCOC1 (THF). The product is C(C1=CC=CC=C1)N1C(C(CCCC1C)C(=O)OC)=O (methyl 1-benzyl-7-methyl-2-oxoazepane-3-carboxylate). RXN SMILES: C([N-]C(C)C)(C)C.[Li+].[CH2:9]([N:16]1[CH:22]([CH3:23])[CH2:21][CH2:20][CH2:19][CH2:18][C:17]1=[O:24])[C:10]1[CH:15]=[CH:14][CH:13]=[CH:12][CH:11]=1.CN(P(N(C)C)(N(C)C)=O)C.C([C:38]([O:40][CH3:41])=[O:39])#N>C1COCC1>[CH2:9]([N:16]1[CH:22]([CH3:23])[CH2:21][CH2:20][CH2:19][CH:18]([C:38]([O:40][CH3:41])=[O:39])[C:17]1=[O:24])[C:10]1[CH:15]=[CH:14][CH:13]=[CH:12][CH:11]=1 |f:0.1|. The reactants are C(C1=CC=CC=C1)N1C(CCCCC1C)=O (1-benzyl-7-methylazepan-2-one), C(C)(C)[N-]C(C)C.[Li+] (lithium diisopropylamide), C(#N)C(=O)OC (methyl cyanoformate), CN(C)P(=O)(N(C)C)N(C)C (HMPA). The reactants are CC1(C(NC(N1)=O)=O)C (5,5-dimethylhydantoin), C([O-])([O-])=O.[Cs+].[Cs+] (cesium carbonate), BrCC(=O)OCC (ethyl bromoacetate). Solvent: CN(C)C=O (DMF). Reaction conditions: time 30 minute. The product is CC1(NC(N(C1=O)CC(=O)OCC)=O)C (ethyl (4,4-dimethyl-2,5-dioxo-1-imidazolidinyl)acetate). Isolated yield 32.7%. As a reaction SMILES: [CH3:1][C:2]1([CH3:9])[NH:6][C:5](=[O:7])[NH:4][C:3]1=[O:8].C(=O)([O-])[O-].[Cs+].[Cs+].Br[CH2:17][C:18]([O:20][CH2:21][CH3:22])=[O:19]>CN(C=O)C>[CH3:1][C:2]1([CH3:9])[C:3](=[O:8])[N:4]([CH2:17][C:18]([O:20][CH2:21][CH3:22])=[O:19])[C:5](=[O:7])[NH:6]1 |f:1.2.3|. Procedure details: A solution of 5,5-dimethylhydantoin (10 g, 78 mmol) in DMF (400 mL) was treated with cesium carbonate (25 g, 78 mmol) stirred at r.t. for 30 min then treated with ethyl bromoacetate (11.3 mL, 102 mmol) and allowed to stir overnight. The reaction mixture was partitioned between ethyl acetate and a 1 to 1 mixture of brine and water. The organics were washed with brine, dried (Na2SO4), filtered, concentrated and purified via silica gel column chromatography eluting with 30 to 50% ethyl acetate/hexa...